This data is from the Open Reaction Database (ORD), a public repository of structured organic reaction records. The task is: describe an organic reaction: reactants, conditions, products, and yield The reactants are C1(C=CCCC1)CNC1=CC=C(C=C1)CC(=O)O (4-(cyclohex-2-enylmethylamino)phenylacetic acid), B(F)(F)F.CCOCC (boron trifluoride etherate), C(C)OCCO (2-ethoxyethanol), B(F)(F)F.CCOCC (boron trifluoride etherate). The solvent is C1(=CC=CC=C1)C (toluene). Reaction conditions: time 120 hour. Product: C1(C=CCCC1)CNC1=CC=C(C=C1)CC(=O)OCCOCC (2-ethoxyethyl 4-(cyclohex-2-enylmethylamino)phenylacetate). RXN SMILES: [CH:1]1([CH2:7][NH:8][C:9]2[CH:14]=[CH:13][C:12]([CH2:15][C:16]([OH:18])=[O:17])=[CH:11][CH:10]=2)[CH2:6][CH2:5][CH2:4][CH:3]=[CH:2]1.[CH2:19]([O:21][CH2:22][CH2:23]O)[CH3:20].B(F)(F)F.CCOCC>C1(C)C=CC=CC=1>[CH:1]1([CH2:7][NH:8][C:9]2[CH:14]=[CH:13][C:12]([CH2:15][C:16]([O:18][CH2:20][CH2:19][O:21][CH2:22][CH3:23])=[O:17])=[CH:11][CH:10]=2)[CH2:6][CH2:5][CH2:4][CH:3]=[CH:2]1 |f:2.3|. Procedure: A solution of 11.8 g. of 4-(cyclohex-2-enylmethylamino)phenylacetic acid, 1.00 g. of 2-ethoxyethanol and 5.35 ml. of boron trifluoride etherate in 200 ml. toluene is stirred under reflux for 48 hours. The solution is treated with an additional 5.35 ml. of boron trifluoride etherate and refluxing is continued for 120 hours. Dilution with water and methylene chloride followed by filtration affords 2-ethoxyethyl 4-(cyclohex-2-enylmethylamino)phenylacetate. Starting materials: CO, FC(F)(F)Oc1ccc2nc(Cl)sc2c1, Cl, [K+], NO, [OH-]. Product: ONc1nc2ccc(OC(F)(F)F)cc2s1. Reaction SMILES: [CH3:21][OH:22].[Cl:6][c:7]1[s:8][c:9]2[c:10]([n:11]1)[cH:12][cH:13][c:14]([O:16][C:17]([F:18])([F:19])[F:20])[cH:15]2.[ClH:1].[K+:5].[NH2:2][OH:3].[OH-:4]>>[NH:2]([OH:3])[c:7]1[s:8][c:9]2[c:10]([n:11]1)[cH:12][cH:13][c:14]([O:16][C:17]([F:18])([F:19])[F:20])[cH:15]2. Starting materials: CN(C=C(C(=O)C1=C(OC=C1)C)C1=CC(=NC=C1)C)C (3-(dimethylamino)-1-(2-methyl-3-f uranyl)-2-(2-methyl-4-pyridinyl)-2-propen-1-one), Cl.CC1CN(CCC1)C(N)=N (3-methyl-1-piperidinecarboximidamide hydrochloride), CC(C)([O-])C.[K+] (Potassium tert-butoxide). Run in C(C)O (ethanol). Yields the product CC=1OC=CC1C1=NC(=NC=C1C1=CC(=NC=C1)C)N1CC(CCC1)C (4-(2-methyl-3-furanyl)-2-(3-methyl-1-piperidinyl)-5-(2-methyl-4-pyridinyl)pyrimidine). Yield: 66.0%. As a reaction SMILES: CN(C)[CH:3]=[C:4]([C:13]1[CH:18]=[CH:17][N:16]=[C:15]([CH3:19])[CH:14]=1)[C:5]([C:7]1[CH:11]=[CH:10][O:9][C:8]=1[CH3:12])=O.Cl.[CH3:22][CH:23]1[CH2:28][CH2:27][CH2:26][N:25]([C:29](=[NH:31])[NH2:30])[CH2:24]1.CC(C)([O-])C.[K+]>C(O)C>[CH3:12][C:8]1[O:9][CH:10]=[CH:11][C:7]=1[C:5]1[C:4]([C:13]2[CH:18]=[CH:17][N:16]=[C:15]([CH3:19])[CH:14]=2)=[CH:3][N:30]=[C:29]([N:25]2[CH2:26][CH2:27][CH2:28][CH:23]([CH3:22])[CH2:24]2)[N:31]=1 |f:1.2,3.4|. Reported procedure: A mixture of 3-(dimethylamino)-1-(2-methyl-3-f uranyl)-2-(2-methyl-4-pyridinyl)-2-propen-1-one (541 mg, 2.000 mmol) and 3-methyl-1-piperidinecarboximidamide hydrochloride (533 mg, 3 mmol) in ethanol (10 ml) was stirred at room temperature. Potassium tert-butoxide (449 mg, 4.00 mmol) was added and the mixture was heated at reflux for 90 minutes. After cooling to room temperature the solvent was evaporated and the residue was diluted with water and extracted with ethyl acetate. The organic extract... Reactants: C1CC(=O)N(C1=O)Br (NBS), COC(CCCC=1SC=CC1)=O (Methyl-4-(2-thienyl)butyrate), C(C)OP(OCC)(=O)CCCCC1=C(SC=C1)Br (Diethyl-4-(2-bromothienyl)butylphosphonate). The product is COC(CCCC=1SC(=CC1)Br)=O (Methyl-4-(5-bromo-2-thienyl)butyrate). Yield: 90.0%. As a reaction SMILES: C1C(=O)N([Br:8])C(=O)C1.[CH3:9][O:10][C:11](=[O:20])[CH2:12][CH2:13][CH2:14][C:15]1[S:16][CH:17]=[CH:18][CH:19]=1.C(OP(CCCCC1C=CSC=1Br)(=O)OCC)C>>[CH3:9][O:10][C:11](=[O:20])[CH2:12][CH2:13][CH2:14][C:15]1[S:16][C:17]([Br:8])=[CH:18][CH:19]=1. Procedure: The NBS bromination of 1b according to the procedure outlined for the preparation of 2a gave >90% yield of 2b as a colorless oil. b.p.: 138° C. at 0.15 mmHg. 1H NMR (250 MHz, 25° C., CDCl3): δ6.82 (d, 1H, Ar—H), 6.52 (d, 1H, Ar—H), 3.64 (s, 3H, OCH3), 2.79 (t, 2H, CH2CO2Me), 2.33 (t, 2H, Ar—CH2), 1.93 (tt, 2H, CH2CH2CH2).